This data is from the Open Reaction Database (ORD), a public repository of structured organic reaction records. The task is: describe an organic reaction: reactants, conditions, products, and yield Reactants: CO (methanol), O (water), C1=C2C=C3N(C2=CC=C1)CCC(=C3)C(=O)OCC (ethyl 6,7-dihydropyrido[1,2-a]indole-8-carboxylate), solution, [H-].C(C(C)C)[Al+]CC(C)C (diisobutylaluminium hydride). The solvent is C1(=CC=CC=C1)C (toluene), O1CCCC1 (tetrahydrofuran), O1CCCC1 (tetrahydrofuran). Run at time 17 hour. Product: C1=C2C=C3N(C2=CC=C1)CCC(=C3)CO (6,7-dihydropyrido[1,2-a]indole-8-methanol). The yield is 92.0%. As a reaction SMILES: [CH:1]1[CH:9]=[CH:8][CH:7]=[C:6]2[C:2]=1[CH:3]=[C:4]1[CH:13]=[C:12]([C:14](OCC)=[O:15])[CH2:11][CH2:10][N:5]12.[H-].C([Al+]CC(C)C)C(C)C.CO.O>O1CCCC1.C1(C)C=CC=CC=1>[CH:1]1[CH:9]=[CH:8][CH:7]=[C:6]2[C:2]=1[CH:3]=[C:4]1[CH:13]=[C:12]([CH2:14][OH:15])[CH2:11][CH2:10][N:5]12 |f:1.2|. Procedure: A solution of 26 g (0.108 mol) of ethyl 6,7-dihydropyrido[1,2-a]indole-8-carboxylate in 850 ml of dry tetrahydrofuran is treated dropwise within 1 hour under a nitrogen atmosphere with a 1M solution of diisobutylaluminium hydride in tetrahydrofuran (220 ml, 0.22 mol). The reaction mixture is stirred for 17 hours and 50 ml of methanol are subsequently added dropwise. After the addition of 1000 ml of water and 500 ml of toluene, the mixture is filtered and the aqueous part of the filtrate is separ... Starting materials: CCOC(=O)N(Cc1ccc(C)nc1)c1cc(C(F)(F)F)nc(Cl)c1[N+](=O)[O-], C1CCOC1, N. The product is CCOC(=O)N(Cc1ccc(C)nc1)c1cc(C(F)(F)F)nc(N)c1[N+](=O)[O-]. RXN SMILES: [CH2:1]([CH3:2])[O:3][C:4]([N:5]([CH2:6][c:7]1[cH:8][n:9][c:10]([CH3:13])[cH:11][cH:12]1)[c:14]1[c:15]([N+:25](=[O:26])[O-:27])[c:16]([Cl:24])[n:17][c:18]([C:20]([F:21])([F:22])[F:23])[cH:19]1)=[O:28].[CH2:30]1[O:31][CH2:32][CH2:33][CH2:34]1.[NH3:29]>>[CH2:1]([CH3:2])[O:3][C:4]([N:5]([CH2:6][c:7]1[cH:8][n:9][c:10]([CH3:13])[cH:11][cH:12]1)[c:14]1[c:15]([N+:25](=[O:26])[O-:27])[c:16]([NH2:29])[n:17][c:18]([C:20]([F:21])([F:22])[F:23])[cH:19]1)=[O:28].